This data is from the Open Reaction Database (ORD), a public repository of structured organic reaction records. The task is: describe an organic reaction: reactants, conditions, products, and yield Starting materials: N1=CC=C(C=C1)CNC1=C(C(=O)NOCC=2C=C(C(=O)O)C=CC2)C=CC=C1 (3-{2-[(Pyridin-4-ylmethyl)-amino]-benzoylaminooxymethyl}-benzoic acid), N1(CCNCC1)C1=C(C#N)C=CC=N1 (2(1-piperazinyl)-nicotinonitrile). The product is C(#N)C=1C(=NC=CC1)N1CCN(CC1)C(=O)C=1C=C(CONC(C2=C(C=CC=C2)NCC2=CC=NC=C2)=O)C=CC1 (N-{3-[4-(3-Cyano-pyridin-2-yl)-piperazine-1-carbonyl]-benzyloxy}-2-[(pyridin-4-ylmethyl)-amino]-benzamide). As a reaction SMILES: [N:1]1[CH:6]=[CH:5][C:4]([CH2:7][NH:8][C:9]2[CH:28]=[CH:27][CH:26]=[CH:25][C:10]=2[C:11]([NH:13][O:14][CH2:15][C:16]2[CH:17]=[C:18]([CH:22]=[CH:23][CH:24]=2)[C:19]([OH:21])=O)=[O:12])=[CH:3][CH:2]=1.[N:29]1([C:35]2[N:42]=[CH:41][CH:40]=[CH:39][C:36]=2[C:37]#[N:38])[CH2:34][CH2:33][NH:32][CH2:31][CH2:30]1>>[C:37]([C:36]1[C:35]([N:29]2[CH2:30][CH2:31][N:32]([C:19]([C:18]3[CH:17]=[C:16]([CH:24]=[CH:23][CH:22]=3)[CH2:15][O:14][NH:13][C:11](=[O:12])[C:10]3[CH:25]=[CH:26][CH:27]=[CH:28][C:9]=3[NH:8][CH2:7][C:4]3[CH:5]=[CH:6][N:1]=[CH:2][CH:3]=3)=[O:21])[CH2:33][CH2:34]2)=[N:42][CH:41]=[CH:40][CH:39]=1)#[N:38]. Procedure details: Prepared by a similar procedure as described for preparation of example 405. Starting materials: 3-{2-[(Pyridin-4-ylmethyl)-amino]-benzoylaminooxymethyl}-benzoic acid (see example 403) and 2(1-piperazinyl)-nicotinonitrile (Emka-chemie). 1H-NMR (DMSO-d6) δ 11.5 (bs, 1H), 8.48 (m, 2H), 8.43 (dd, 1H), 8.10 (dd, 1H), 7.89 (bt, 1H), 7.60-7.53 (m, 2H), 7.50 (t, 1H), 7.44 (dt, 1H), 7.38 (dd, 1H), 7.30 (m, 2H), 7.16 (m, 1H), 6.97 (dd, 1H), 6.54 (m, 1H), 6.49 (bd, 1H), 5.00 (s, 2H), 4.46 (d, 2H), 4.00-3.... The reactants are COC(=O)C1(CCC1)CN(C1CCCC1)C1=NC(=NC=C1[N+](=O)[O-])Cl (1-{[(2-chloro-5-nitro-pyrimidin-4-yl)-cyclopentyl-amino]-methyl}-cyclobutanecarboxylic acid methyl ester), [NH4+].[Cl-] (NH4Cl). Reagents/catalysts: [Fe] (iron). The solvent is C(C)O (ethanol). Product: ClC=1N=CC2=C(N(CC3(C(N2)=O)CCC3)C3CCCC3)N1 (2′-chloro-9′-cyclopentyl-8′,9′-dihydrospiro[cyclobutane-1,7′-pyrimido[4,5-b][1,4]diazepin]-6′(5′H)-one). RXN SMILES: C[O:2][C:3]([C:5]1([CH2:9][N:10]([C:16]2[C:21]([N+:22]([O-])=O)=[CH:20][N:19]=[C:18]([Cl:25])[N:17]=2)[CH:11]2[CH2:15][CH2:14][CH2:13][CH2:12]2)[CH2:8][CH2:7][CH2:6]1)=O.[NH4+].[Cl-]>C(O)C.[Fe]>[Cl:25][C:18]1[N:19]=[CH:20][C:21]2[NH:22][C:3](=[O:2])[C:5]3([CH2:8][CH2:7][CH2:6]3)[CH2:9][N:10]([CH:11]3[CH2:15][CH2:14][CH2:13][CH2:12]3)[C:16]=2[N:17]=1 |f:1.2|. Reported procedure: Reaction of 1-{[(2-chloro-5-nitro-pyrimidin-4-yl)-cyclopentyl-amino]-methyl}-cyclobutanecarboxylic acid methyl ester with NH4Cl and iron powder in ethanol gave 2′-chloro-9′-cyclopentyl-8′,9′-dihydrospiro[cyclobutane-1,7′-pyrimido[4,5-b][1,4]diazepin]-6′(5′H)-one, isolated directly. Starting materials: [BH4-].[Na+] (sodium borohydride), C1=NCCC2=C1OC1=C2C=CC=C1 (3,4-dihydrobenzofuro[2,3-c]pyridine), Cl (hydrochloric acid). Solvent: CO (methanol), C(C)(C)O (isopropyl alcohol). Conditions: temperature 20 celsius, time 20 hour. The product is Cl.C1NCCC2=C1OC1=C2C=CC=C1 (1,2,3,4-Tetrahydrobenzofuro[2,3-c]pyridine hydrochloride). RXN SMILES: [BH4-].[Na+].[CH:3]1[C:8]2[O:9][C:10]3[CH:15]=[CH:14][CH:13]=[CH:12][C:11]=3[C:7]=2[CH2:6][CH2:5][N:4]=1.[ClH:16]>CO.C(O)(C)C>[ClH:16].[CH2:3]1[C:8]2[O:9][C:10]3[CH:15]=[CH:14][CH:13]=[CH:12][C:11]=3[C:7]=2[CH2:6][CH2:5][NH:4]1 |f:0.1,6.7|. Procedure details: 9.2 g (240 mmol) of sodium borohydride are added in small portions and in the space of 3 h to a suspension of 8.2 g (47.8 mmol) of 3,4-dihydrobenzofuro[2,3-c]pyridine in 350 ml of methanol. The mixture is stirred for 20 h at 20° C. and the solvent then evaporated off under reduced pressure. The residue is washed with water and the 1,2,3,4-tetrahydrobenzofuro[2,3-c]pyridine extracted by means of ethyl acetate. The organic phase is separated off after settling has taken place, dried over sodium su... The reactants are S1C=C(C=C1)C(=O)O (3-thiophenecarboxylic acid), FC(C(CNC1=C2C=NN(C2=CC=C1)C1=CC=C(C=C1)F)(O)CNCCC)(F)F (1,1,1-trifluoro-3-{[1-(4-fluorophenyl)-1H-indazol-4-yl]amino}-2-[(propylamino)methyl]-2-propanol). Yields the product C(CC)N(C(=O)C1=CSC=C1)CC(C(F)(F)F)(O)CNC1=C2C=NN(C2=CC=C1)C1=CC=C(C=C1)F (N-Propyl-N-[3,3,3-trifluoro-2-({[1-(4-fluorophenyl)-1H-indazol-4-yl]amino}methyl)-2-hydroxypropyl]-3-thiophenecarboxamide). As a reaction SMILES: [S:1]1[CH:5]=[CH:4][C:3]([C:6]([OH:8])=O)=[CH:2]1.[F:9][C:10]([F:37])([F:36])[C:11]([CH2:31][NH:32][CH2:33][CH2:34][CH3:35])([OH:30])[CH2:12][NH:13][C:14]1[CH:22]=[CH:21][CH:20]=[C:19]2[C:15]=1[CH:16]=[N:17][N:18]2[C:23]1[CH:28]=[CH:27][C:26]([F:29])=[CH:25][CH:24]=1>>[CH2:33]([N:32]([CH2:31][C:11]([CH2:12][NH:13][C:14]1[CH:22]=[CH:21][CH:20]=[C:19]2[C:15]=1[CH:16]=[N:17][N:18]2[C:23]1[CH:24]=[CH:25][C:26]([F:29])=[CH:27][CH:28]=1)([OH:30])[C:10]([F:9])([F:36])[F:37])[C:6]([C:3]1[CH:4]=[CH:5][S:1][CH:2]=1)=[O:8])[CH2:34][CH3:35]. Procedure: Prepared similarly to Example 1 from 3-thiophenecarboxylic acid and 1,1,1-trifluoro-3-{[1-(4-fluorophenyl)-1H-indazol-4-yl]amino}-2-[(propylamino)methyl]-2-propanol. The reactants are COC=1C=CC(=C(C=O)C1)OCOC (5-methoxy-2-methoxymethoxybenzaldehyde), COC1=CC(=C(C=O)C=C1OC)O (4,5-dimethoxy-2-hydroxybenzaldehyde). The product is COC1=CC(=C(C=O)C=C1OC)OCOC (4,5-dimethoxy-2-methoxymethoxybenzaldehyde). RXN SMILES: [CH3:1][O:2][C:3]1[CH:4]=[CH:5][C:6]([O:11][CH2:12][O:13][CH3:14])=[C:7]([CH:10]=1)[CH:8]=[O:9].[CH3:15][O:16]C1C(OC)=CC(C=O)=C(O)C=1>>[CH3:15][O:16][C:4]1[C:3]([O:2][CH3:1])=[CH:10][C:7]([CH:8]=[O:9])=[C:6]([O:11][CH2:12][O:13][CH3:14])[CH:5]=1. Procedure details: 4,5-dimethoxy-2-methoxymethoxybenzaldehyde (F2) was prepared in a similar manner for the preparation of 5-methoxy-2-methoxymethoxybenzaldehyde (F1) by using 4,5-dimethoxy-2-hydroxybenzaldehyde (1.75 g, 14.9 mmol) instead of 2-hydroxy-5-methoxybenzaldehyde in 76% (2.56 g): 1H-NMR (500 MHz, CDCl3) δ3.55 (s, 3H), 3.89 (s, 3H), 3.95 (s, 3H), 5.26 (s, 2H), 6.77 (s, 1H), 7.32 (s, 1H) 10.35 (s, 1H). The reactants are CCOC1(O[Si](C)(C)C)CC1, Cc1ccccc1, O=C(O)c1ccccc1, CCOC(=O)C=P(c1ccccc1)(c1ccccc1)c1ccccc1. The product is CCOC(=O)C=C1CC1. RXN SMILES: [CH2:1]([O:2][C:4]1([O:3][Si:7]([CH3:8])([CH3:9])[CH3:10])[CH2:5][CH2:6]1)[CH3:11].[CH3:46][c:47]1[cH:48][cH:49][cH:50][cH:51][cH:52]1.[OH:37][C:38]([c:39]1[cH:40][cH:41][cH:42][cH:43][cH:44]1)=[O:45].[c:12]1([P:13]([c:14]2[cH:15][cH:16][cH:17][cH:18][cH:19]2)([c:20]2[cH:21][cH:22][cH:23][cH:24][cH:25]2)=[CH:31][C:32](=[O:33])[O:34][CH2:35][CH3:36])[cH:26][cH:27][cH:28][cH:29][cH:30]1>>[C:4]1(=[CH:31][C:32](=[O:33])[O:34][CH2:35][CH3:36])[CH2:5][CH2:6]1.